From a dataset of the Open Reaction Database (ORD), a public repository of structured organic reaction records. describe an organic reaction: reactants, conditions, products, and yield The reactants are CC(C)(C)OC(=O)N1CC2CCCC2C1CO, CS(C)=O, CCN(C(C)C)C(C)C, O=C(Cl)C(=O)Cl, ClCCl, O. Product: CC(C)(C)OC(=O)N1CC2CCCC2C1C=O. As a reaction SMILES: [C:11]([CH3:12])([CH3:13])([CH3:14])[O:15][C:16](=[O:17])[N:18]1[CH:19]([CH2:26][OH:27])[CH:20]2[CH2:21][CH2:22][CH2:23][CH:24]2[CH2:25]1.[CH3:7][S:8]([CH3:9])=[O:10].[CH:28]([N:29]([CH2:30][CH3:31])[CH:32]([CH3:33])[CH3:34])([CH3:35])[CH3:36].[Cl:1][C:2]([C:3]([Cl:4])=[O:5])=[O:6].[Cl:37][CH2:38][Cl:39].[OH2:40]>>[C:11]([CH3:12])([CH3:13])([CH3:14])[O:15][C:16](=[O:17])[N:18]1[CH:19]([CH:26]=[O:27])[CH:20]2[CH2:21][CH2:22][CH2:23][CH:24]2[CH2:25]1. Starting materials: OCCCC1=NC(=NS1)C (5-(3-hydroxypropyl)-3-methyl-1,2,4-thiadiazole), CC1=NC(=NO1)C1=CC(=C(C(=C1)C)O)C (4-(5-methyl-1,2,4-oxadiazol-3-yl)-2,6-dimethylphenol), CCOC(=O)/N=N/C(=O)OCC (DEAD), C1(=CC=CC=C1)P(C1=CC=CC=C1)C1=CC=CC=C1 (triphenylphosphine). Run in C1CCOC1 (THF). Run at temperature 20 celsius. The product is CC1=NSC(=N1)CCCOC1=C(C=C(C=C1C)C1=NOC(=N1)C)C (3-methyl-5-[3-[4-(5-methyl-1,2,4-oxadiazol-3-yl)-2,6-dimethylphenoxy]propyl]-1,2,4-thiadiazole). Yield: 60.8%. Reaction SMILES: [OH:1][CH2:2][CH2:3][CH2:4][C:5]1[S:9][N:8]=[C:7]([CH3:10])[N:6]=1.[CH3:11][C:12]1[O:16][N:15]=[C:14]([C:17]2[CH:22]=[C:21]([CH3:23])[C:20](O)=[C:19]([CH3:25])[CH:18]=2)[N:13]=1.CCOC(/N=N/C(OCC)=O)=O.C1(P(C2C=CC=CC=2)C2C=CC=CC=2)C=CC=CC=1>C1COCC1>[CH3:10][C:7]1[N:6]=[C:5]([CH2:4][CH2:3][CH2:2][O:1][C:20]2[C:19]([CH3:25])=[CH:18][C:17]([C:14]3[N:13]=[C:12]([CH3:11])[O:16][N:15]=3)=[CH:22][C:21]=2[CH3:23])[S:9][N:8]=1. Procedure details: A mixture of 5-(3-hydroxypropyl)-3-methyl-1,2,4-thiadiazole (66 mg, 0.42 mmol), 4-(5-methyl-1,2,4-oxadiazol-3-yl)-2,6-dimethylphenol (94 mg, 0.46 mmol), and DEAD (80 mg, 0.46 mmol) was dissolved in 5 mL of THF. To the above solution was added triphenylphosphine (120 mg, 0.46 mmol) at 0° C. and the mixture was allowed to warm to 20° C. overnight. The solvent was removed in vacuo, an aqueous sodium bicarbonate solution was added, and the mixture was extracted with methylene chloride (3×). The orga... Reactants: Br, CO, CC(=O)[O-], O=Cc1c(Cl)ccc([N+](=O)[O-])c1Cl, Cl, CC(N)C(N)=O, [Na+]. The product is CC(NCc1c(Cl)ccc([N+](=O)[O-])c1Cl)C(N)=O. RXN SMILES: [BrH:1].[CH3:27][OH:28].[CH3:9][C:10](=[O:11])[O-:12].[Cl:13][c:14]1[c:15]([CH:16]=[O:17])[c:18]([Cl:25])[cH:19][cH:20][c:21]1[N+:22](=[O:23])[O-:24].[ClH:26].[NH2:2][CH:3]([C:4](=[O:5])[NH2:6])[CH3:7].[Na+:8]>>[NH:2]([CH:3]([C:4](=[O:5])[NH2:6])[CH3:7])[CH2:16][c:15]1[c:14]([Cl:13])[c:21]([N+:22](=[O:23])[O-:24])[cH:20][cH:19][c:18]1[Cl:25].